This data is from the Open Reaction Database (ORD), a public repository of structured organic reaction records. The task is: describe an organic reaction: reactants, conditions, products, and yield The product is C1=CC=CC2=CC3=CC=CC=C3C(=C12)OCCN1C(C=2C(C1=O)=CC=CC2)=O (N-[2-(9-anthryloxy)ethyl]phthalimide). Solvent: CN(C=O)C (dimethylformamide). As a reaction SMILES: [CH:1]1[C:14]2[C:5](=[CH:6][C:7]3[C:12]([C:13]=2[O:15][CH2:16][CH2:17]Cl)=[CH:11][CH:10]=[CH:9][CH:8]=3)[CH:4]=[CH:3][CH:2]=1.[C:19]1(=[O:29])[NH:23][C:22](=[O:24])[C:21]2=[CH:25][CH:26]=[CH:27][CH:28]=[C:20]12.[K].O>CN(C)C=O>[CH:1]1[C:14]2[C:5](=[CH:6][C:7]3[C:12]([C:13]=2[O:15][CH2:16][CH2:17][N:23]2[C:22](=[O:24])[C:21]4=[CH:25][CH:26]=[CH:27][CH:28]=[C:20]4[C:19]2=[O:29])=[CH:11][CH:10]=[CH:9][CH:8]=3)[CH:4]=[CH:3][CH:2]=1 |f:1.2,^1:29|. Starting materials: C1=CC=CC2=CC3=CC=CC=C3C(=C12)OCCCl (2-(9-Anthryloxy)ethyl chloride), C1(C=2C(C(N1)=O)=CC=CC2)=O.[K] (potassium phthalimide), O (water). Procedure: 2-(9-Anthryloxy)ethyl chloride (7.0 g) and potassium phthalimide (2.8 g) were heated to 130° C. in dimethylformamide (70 ml) for 7 hours. The cooled solution was added to water and extracted with ethyl acetate. The extract was dried and evaporated to yield N-[2-(9-anthryloxy)ethyl]phthalimide. Starting materials: C(=O)([O-])[O-].[Na+].[Na+] (Na2CO3), FC(C(C)O)(C(F)(F)F)F ((±)-3,3,4,4,4-pentafluoro-2-butanol), [H-].[Na+] (sodium hydride), ClC=1C=CC(=NC1)C#N (5-chloro-pyridine-2-carbonitrile). The solvent is CN(P(=O)(N(C)C)N(C)C)C (hexamethylphosphoramide). Conditions: time 5 minute. The product is FC(C(F)(F)F)(F)C(C)OC1=CC(=NC=C1)C#N ((±)-4-[1-(1,1,2,2,2-Pentafluoroethyl)-ethoxy]-pyridine-2-carbonitrile). The yield is 64.9%. As a reaction SMILES: [F:1][C:2]([F:10])([C:6]([F:9])([F:8])[F:7])[CH:3]([OH:5])[CH3:4].[H-].[Na+].Cl[C:14]1[CH:15]=[CH:16][C:17]([C:20]#[N:21])=[N:18][CH:19]=1.C([O-])([O-])=O.[Na+].[Na+]>CN(C)P(N(C)C)(N(C)C)=O>[F:1][C:2]([CH:3]([O:5][C:15]1[CH:14]=[CH:19][N:18]=[C:17]([C:20]#[N:21])[CH:16]=1)[CH3:4])([F:10])[C:6]([F:9])([F:8])[F:7] |f:1.2,4.5.6|. Procedure details: Add (±)-3,3,4,4,4-pentafluoro-2-butanol (710 mg, 4.3 mmol) slowly to a slurry of sodium hydride (104 mg, 1.2 equiv, 60% mineral oil, washed with hexane) in hexamethylphosphoramide (2 mL) under nitrogen at 0° C. Allow the slurry to warm to ambient temperature and stir for 5 min. Add 5-chloro-pyridine-2-carbonitrile (300 mg, 2.2 mmol), then heat the mixture in a sealed flask at 130° C. for 4 h (monitor reaction by GC/MS). Cool the reaction to room temperature, adjust the mixture to pH 9 with satur... Reactants: CS(C)=O, COc1cc2nccc(Cl)c2cc1OC, Cl, [H-], Nc1ccc(O)cc1Cl, [Na+], O. Yields the product COc1cc2nccc(Oc3ccc(N)c(Cl)c3)c2cc1OC. As a reaction SMILES: [CH3:3][S:4](=[O:5])[CH3:6].[Cl:17][c:18]1[cH:19][cH:20][n:21][c:22]2[cH:23][c:24]([O:30][CH3:31])[c:25]([O:28][CH3:29])[cH:26][c:27]12.[ClH:7].[H-:1].[NH2:8][c:9]1[c:10]([Cl:16])[cH:11][c:12]([OH:15])[cH:13][cH:14]1.[Na+:2].[OH2:32]>>[NH2:8][c:9]1[c:10]([Cl:16])[cH:11][c:12]([O:15][c:18]2[cH:19][cH:20][n:21][c:22]3[cH:23][c:24]([O:30][CH3:31])[c:25]([O:28][CH3:29])[cH:26][c:27]23)[cH:13][cH:14]1. Reactants: [H-].[Al+3].[Li+].[H-].[H-].[H-] (lithium aluminum hydride), FC(C(CC(=O)O)CCCC)(F)F ((+)-3-trifluoromethyl-1-heptanoic acid), S(=O)(=O)([O-])[O-].[Na+].[Na+] (sodium sulfate). Run in CCOCC (ether), CCOCC (ether). Reaction conditions: time 4 hour. Yields the product FC(C(CCO)CCCC)(F)F ((-)-3-trifluoromethyl-1-heptanol). Isolated yield 62.4%. Reaction SMILES: [H-].[Al+3].[Li+].[H-].[H-].[H-].[F:7][C:8]([F:19])([F:18])[CH:9]([CH2:14][CH2:15][CH2:16][CH3:17])[CH2:10][C:11](O)=[O:12].S([O-])([O-])(=O)=O.[Na+].[Na+]>CCOCC>[F:7][C:8]([F:18])([F:19])[CH:9]([CH2:14][CH2:15][CH2:16][CH3:17])[CH2:10][CH2:11][OH:12] |f:0.1.2.3.4.5,7.8.9|. Procedure details: In a two-necked round-bottomed flask replaced with nitrogen, 0.09 g of lithium aluminum hydride and dry ether were placed and cooled with ice, and a solution of 0.5 g of (+)-3-trifluoromethyl-1-heptanoic acid in 3 ml of dry ether was added dropwise thereto. The mixture was stirred for 4 hours on an ice bath for reaction, and a saturated sodium sulfate aqueous solution was added thereto, followed by decantation to recover the ether layer. The ether solution was dried on sodium sulfate, followed b... Reactants: C(=O)(N1C=NC=C1)N1C=NC=C1 (Carbonyldiimidazole), N1=C(C=CC=C1)C(=O)O (2-pyridinecarboxylic acid), BrCC(=O)OCC (ethyl bromoacetate), C1(=CC=C(C=C1)S(=O)(=O)O)C (p-toluenesulfonic acid), C([O-])(O)=O.[Na+] (sodium bicarbonate), Cl (hydrochloric acid), [H-].[Na+] (sodium hydride), C(C)(=O)OC(C)(C)C (tert-butyl acetate), C(C)(C)[N-]C(C)C.[Li+] (lithium diisopropylamide), C(C)(=O)OC(C)(C)C (tert-butyl acetate), Cl (hydrochloric acid). The solvent is O1CCCC1 (tetrahydrofuran), C1(=CC=CC=C1)C (toluene), O1CCCC1 (tetrahydrofuran), C(C)(=O)OCC.CCCCCC (ethyl acetate hexane). Reaction conditions: time 2 hour. Yields the product O=C(CCC(=O)OCC)C1=NC=CC=C1 (ethyl 4-oxo-4-(2-pyridyl)butyrate). Yield: 19.0%. Reaction SMILES: [C:1](N1C=CN=C1)(N1C=CN=C1)=O.[N:13]1[CH:18]=[CH:17][CH:16]=[CH:15][C:14]=1[C:19]([OH:21])=O.[C:22]([O:25][C:26]([CH3:29])(C)C)(=[O:24])[CH3:23].C([N-]C(C)C)(C)C.[Li+].Cl.[H-].[Na+].BrCC(OCC)=O.C1(C)C=CC(S(O)(=O)=O)=CC=1.C(=O)(O)[O-].[Na+]>O1CCCC1.C1(C)C=CC=CC=1.C(OCC)(=O)C.CCCCCC>[O:21]=[C:19]([C:14]1[CH:15]=[CH:16][CH:17]=[CH:18][N:13]=1)[CH2:1][CH2:23][C:22]([O:25][CH2:26][CH3:29])=[O:24] |f:3.4,6.7,10.11,14.15|. Procedure: Carbonyldiimidazole (7.25 g) was added to a solution of 2-pyridinecarboxylic acid (5.00 g) in tetrahydrofuran (200 ml) at 0° C. After stirring at room temperature for 2 hours, the mixture was added dropwise to a solution of lithiated tert-butyl acetate prepared from tert-butyl acetate (17.5 ml) and lithium diisopropylamide (2N tetrahydrofuran solution, 65 ml) at −78° C. over 1 hour. After stirring for 15 minutes, 1N hydrochloric acid (250 ml) was added and extracted with ethyl acetate. The ethyl... Reaction SMILES: [Cl:1][C:2]1[CH:7]=[C:6]([C:8]2[C:9]3[N:10]([C:26]([CH2:29][CH3:30])=[CH:27][CH:28]=3)[N:11]=[C:12]([CH2:23]SC)[C:13]=2[CH2:14][CH2:15][CH2:16][CH2:17][C:18]([O:20][CH2:21][CH3:22])=[O:19])[CH:5]=[CH:4][N:3]=1.O[O:32][S:33]([O-:35])=O.[K+].O1CCC[CH2:38]1>O>[Cl:1][C:2]1[CH:7]=[C:6]([C:8]2[C:9]3[N:10]([C:26]([CH2:29][CH3:30])=[CH:27][CH:28]=3)[N:11]=[C:12]([CH2:23][S:33]([CH3:38])(=[O:35])=[O:32])[C:13]=2[CH2:14][CH2:15][CH2:16][CH2:17][C:18]([O:20][CH2:21][CH3:22])=[O:19])[CH:5]=[CH:4][N:3]=1 |f:1.2|. Procedure details: To a solution of ethyl 5-{4-(2-chloro-4-pyridinyl)-7-ethyl-2-[(methylthio)methyl]pyrrolo[1,2-b]pyridazin-3-yl}pentanoate (139 mg) in tetrahydrofuran (4 mL) and water (1 mL) was added oxone (287 mg) and the mixture was stirred at ambient temperature for 4 hours. The solution was diluted with water and extracted with ethyl acetate. The organic layer was separated, washed with saturated sodium bicarbonate solution, sodium thiosulfate solution and brine, dried over magnesium sulfate, and evaporated ... Run in O (water), O (water). Starting materials: ClC1=NC=CC(=C1)C=1C=2N(N=C(C1CCCCC(=O)OCC)CSC)C(=CC2)CC (ethyl 5-{4-(2-chloro-4-pyridinyl)-7-ethyl-2-[(methylthio)methyl]pyrrolo[1,2-b]pyridazin-3-yl}pentanoate), OOS(=O)[O-].[K+] (oxone), O1CCCC1 (tetrahydrofuran). Reaction conditions: time 4 hour. Product: ClC1=NC=CC(=C1)C=1C=2N(N=C(C1CCCCC(=O)OCC)CS(=O)(=O)C)C(=CC2)CC (ethyl 5-{4-(2-chloro-4-pyridinyl)-7-ethyl-2-[(methylsulfonyl)methyl]pyrrolo[1,2-b]pyridazin-3-yl}pentanoate). The reactants are ClC1=CC=C(C(=C1C(=O)OCC)F)C=O (ethyl 6-chloro-2-fluoro-3-formylbenzoate), ON (hydroxyl amine). The solvent is CO (MeOH). Reaction conditions: temperature 60 celsius. The product is ClC1=CC=C(C(=C1C(=O)OCC)F)C=NO (ethyl 6-chloro-2-fluoro-3-((hydroxyimino)methyl)benzoate). RXN SMILES: [Cl:1][C:2]1[C:7]([C:8]([O:10][CH2:11][CH3:12])=[O:9])=[C:6]([F:13])[C:5]([CH:14]=O)=[CH:4][CH:3]=1.[OH:16][NH2:17]>CO>[Cl:1][C:2]1[C:7]([C:8]([O:10][CH2:11][CH3:12])=[O:9])=[C:6]([F:13])[C:5]([CH:14]=[N:17][OH:16])=[CH:4][CH:3]=1. Reported procedure: To a solution of ethyl 6-chloro-2-fluoro-3-formylbenzoate (1.1 g, 4.0 mmol) in MeOH (5 mL) was added (aq. solution) hydroxyl amine (4 mL) and the reaction mixture was heated at 60° C. for 2-3 h. The reaction mass was concentrated and extracted with EtOAC. The organic layer was washed with brine and concentrated to afford 0.900 g of the product. 1H NMR (300 MHz, DMSO d6): δ 1.31 (t, J=6.9 Hz, 3H), 4.40 (q, J=6.6 Hz, 2H), 7.47 (d, J=9.0 Hz, 1H), 7.86 (t, J=8.1 Hz, 1H), 8.20 (s, 1H), 11.89 (br s, 1...